From a dataset of the Open Reaction Database (ORD), a public repository of structured organic reaction records. describe an organic reaction: reactants, conditions, products, and yield Starting materials: CO (Methanol), COC=1C=C2C3=C(NC2=CC1OC)N=CN=C3N3CCNCC3 (6,7-dimethoxy-4-piperazino-9H-pyrimido[4,5-b]indole), N1=CC=CC=C1 (pyridine), [Cl-].N1=C(N=CC=C1)NS(=O)(=O)C1=CC=C(C=C1)NC=S (N-Pyrimidin-2-yl-4-thioformylamino-benzenesulfonamide chloride). The solvent is ClCCl (dichloromethane), ClCCl (dichloromethane). Reaction conditions: time 8 hour. Yields the product N1=C(N=CC=C1)NS(=O)(=O)C1=CC=C(C=C1)NC(=S)N1CCN(CC1)C1=NC=NC=2NC3=CC(=C(C=C3C12)OC)OC (4-(6,7-Dimethoxy-9H-1,3,9-triaza-fluoren-4-yl)-piperazine-1-carbothioic acid [4-(pyrimidin-2-ylsulfamoyl)-phenyl]-amide). RXN SMILES: [CH3:1][O:2][C:3]1[CH:4]=[C:5]2[C:9](=[CH:10][C:11]=1[O:12][CH3:13])[NH:8][C:7]1[N:14]=[CH:15][N:16]=[C:17]([N:18]3[CH2:23][CH2:22][NH:21][CH2:20][CH2:19]3)[C:6]2=1.N1C=CC=CC=1.[Cl-].[N:31]1[CH:36]=[CH:35][CH:34]=[N:33][C:32]=1[NH:37][S:38]([C:41]1[CH:46]=[CH:45][C:44]([NH:47][CH:48]=[S:49])=[CH:43][CH:42]=1)(=[O:40])=[O:39].CO>ClCCl>[N:31]1[CH:36]=[CH:35][CH:34]=[N:33][C:32]=1[NH:37][S:38]([C:41]1[CH:46]=[CH:45][C:44]([NH:47][C:48]([N:21]2[CH2:20][CH2:19][N:18]([C:17]3[C:6]4[C:5]5[C:9](=[CH:10][C:11]([O:12][CH3:13])=[C:3]([O:2][CH3:1])[CH:4]=5)[NH:8][C:7]=4[N:14]=[CH:15][N:16]=3)[CH2:23][CH2:22]2)=[S:49])=[CH:43][CH:42]=1)(=[O:40])=[O:39] |f:2.3|. Reported procedure: To a solution of 6,7-dimethoxy-4-piperazino-9H-pyrimido[4,5-b]indole (200 mg, 0.64 mmol) and pyridine (0.5 mL, 6.4 mmol) in dichloromethane (20 mL) was added a solution of product 1d in dichloromethane (20 mL) and the mixture was stirred overnight. Methanol was added to quench excess thiophosgene, and the residue after removal of solvent was purified by silica gel column chromatography, eluting with 5% methanol/dichloromethane and was further recrystallized from dichloromethane/hexane to give 50... Starting materials: CCOC(=O)C1CN(C(=O)OC(C)(C)C)CCCC1O, COC(C)(C)C, [Na+], [OH-]. The product is CC(C)(C)OC(=O)N1CCCC(O)C(C(=O)O)C1. RXN SMILES: [C:1]([CH3:2])([CH3:3])([CH3:4])[O:5][C:6](=[O:7])[N:8]1[CH2:9][CH:10]([C:16](=[O:17])[O:18][CH2:19][CH3:20])[CH:11]([OH:15])[CH2:12][CH2:13][CH2:14]1.[CH3:21][O:22][C:23]([CH3:24])([CH3:25])[CH3:26].[Na+:28].[OH-:27]>>[C:1]([CH3:2])([CH3:3])([CH3:4])[O:5][C:6](=[O:7])[N:8]1[CH2:9][CH:10]([C:16](=[O:17])[OH:18])[CH:11]([OH:15])[CH2:12][CH2:13][CH2:14]1. The reactants are C(C)OC(CN(C1=CC=C(C=C1)Cl)C(=O)OCC)OCC (N-ethoxycarbonyl-p-chloroanilinoacetaldehyde diethyl acetal), Cl.OC=1C=C(CCN)C=CC1O (3,4-dihydroxyphenethylamine hydrochloride), C(CCC)O (n-butyl alcohol), Cl (hydrochloric acid), acetal, resultant mixture. Solvent: O (water). Product: Cl.C(C)OC(=O)N(C1=CC=C(C=C1)Cl)CC1NCCC2=CC(=C(C=C12)O)O (1-(N-ethoxycarbonyl-p-chloroanilinomethyl)-6,7-dihydroxy-1,2,3,4-tetrahydroisoquinoline hydrochloride). RXN SMILES: C(O[CH:4](OCC)[CH2:5][N:6]([C:14]([O:16][CH2:17][CH3:18])=[O:15])[C:7]1[CH:12]=[CH:11][C:10]([Cl:13])=[CH:9][CH:8]=1)C.Cl.[OH:23][C:24]1[CH:25]=[C:26]([CH:30]=[CH:31][C:32]=1[OH:33])[CH2:27][CH2:28][NH2:29].C(O)CCC.Cl>O>[ClH:13].[CH2:17]([O:16][C:14]([N:6]([CH2:5][CH:4]1[C:30]2[C:26](=[CH:25][C:24]([OH:23])=[C:32]([OH:33])[CH:31]=2)[CH2:27][CH2:28][NH:29]1)[C:7]1[CH:8]=[CH:9][C:10]([Cl:13])=[CH:11][CH:12]=1)=[O:15])[CH3:18] |f:1.2,6.7|. Reported procedure: N-ethoxycarbonyl-p-chloroanilinoacetaldehyde diethyl acetal (3.0 g) and 3,4-dihydroxyphenethylamine hydrochloride (1.5 g) were added to a mixture of n-butyl alcohol (30 ml), water (5 ml) and 10% hydrochloric acid (0.5 ml), and then the mixture was refluxed for 4 hours in a stream of nitrogen. Above mentioned acetal (0.8 g) was further added to the mixture and the resultant mixture was refluxed for 4 hours. The solvent was distilled off from the reaction mixture and the residue was washed with et... The reactants are COc1ccc2c(c1)NCCC=C2, CCO, [OH-], [OH-], O=C(O)C(F)(F)F, [Pd+2]. Product: COc1ccc2c(c1)NC=CC=C2. Reaction SMILES: [CH3:1][O:2][c:3]1[cH:4][c:5]2[c:6]([cH:12][cH:13]1)[CH:7]=[CH:8][CH2:9][CH2:10][NH:11]2.[CH3:21][CH2:22][OH:23].[OH-:24].[OH-:26].[OH:14][C:15]([C:16]([F:17])([F:18])[F:19])=[O:20].[Pd+2:25]>>[CH3:1][O:2][c:3]1[cH:4][c:5]2[c:6]([cH:12][cH:13]1)[CH:7]=[CH:8][CH:9]=[CH:10][NH:11]2. The reactants are C1(CC1)NC(C1=CC(=C(C=C1)C)C=1C=C2C=CNC(C2=CC1)=O)=O (N-Cyclopropyl-4-methyl-3-(1-oxo-1,2-dihydro-isoquinolin-6-yl)-benzamide), C([O-])([O-])=O.[K+].[K+] (potassium carbonate), BrCC1=CC=C(C(=O)OC)C=C1 (methyl 4-(bromomethyl)benzoate). The solvent is CN(C)C=O (DMF). Reaction conditions: time 17 hour. Product: C1(CC1)NC(=O)C=1C=CC(=C(C1)C=1C=C2C=CN(C(C2=CC1)=O)CC1=CC=C(C(=O)OC)C=C1)C (Methyl 4-((6-(5-(cyclopropylcarbamoyl)-2-methylphenyl)-1-oxoisoquinolin-2(1H)-yl)methyl)benzoate). Reaction SMILES: [CH:1]1([NH:4][C:5](=[O:24])[C:6]2[CH:11]=[CH:10][C:9]([CH3:12])=[C:8]([C:13]3[CH:14]=[C:15]4[C:20](=[CH:21][CH:22]=3)[C:19](=[O:23])[NH:18][CH:17]=[CH:16]4)[CH:7]=2)[CH2:3][CH2:2]1.C(=O)([O-])[O-].[K+].[K+].Br[CH2:32][C:33]1[CH:42]=[CH:41][C:36]([C:37]([O:39][CH3:40])=[O:38])=[CH:35][CH:34]=1>CN(C=O)C>[CH:1]1([NH:4][C:5]([C:6]2[CH:11]=[CH:10][C:9]([CH3:12])=[C:8]([C:13]3[CH:14]=[C:15]4[C:20](=[CH:21][CH:22]=3)[C:19](=[O:23])[N:18]([CH2:32][C:33]3[CH:42]=[CH:41][C:36]([C:37]([O:39][CH3:40])=[O:38])=[CH:35][CH:34]=3)[CH:17]=[CH:16]4)[CH:7]=2)=[O:24])[CH2:2][CH2:3]1 |f:1.2.3|. Reported procedure: A mixture of N-cyclopropyl-4-methyl-3-(1-oxo-1,2-dihydroisoquinolin-6-yl)benzamide (Example 11) (1.0 g), potassium carbonate (1.3 g) and methyl 4-(bromomethyl)benzoate (0.86 g) in DMF (10 mL) was stirred at room temperature for 17 hours. Reactants: CCOC(=O)Nc1ccc(-c2nnc(CSCCOc3ccccc3)o2)cc1, CNC. Yields the product CN(C)C(=O)Nc1ccc(-c2nnc(CSCCOc3ccccc3)o2)cc1. Reaction SMILES: [CH2:1]([O:2][C:4]([NH:5][c:6]1[cH:7][cH:8][c:9](-[c:12]2[o:13][c:14]([CH2:17][S:18][CH2:19][CH2:20][O:21][c:22]3[cH:23][cH:24][cH:25][cH:26][cH:27]3)[n:15][n:16]2)[cH:10][cH:11]1)=[O:28])[CH3:3].[CH3:29][NH:30][CH3:31]>>[C:4]([NH:5][c:6]1[cH:7][cH:8][c:9](-[c:12]2[o:13][c:14]([CH2:17][S:18][CH2:19][CH2:20][O:21][c:22]3[cH:23][cH:24][cH:25][cH:26][cH:27]3)[n:15][n:16]2)[cH:10][cH:11]1)(=[O:28])[N:30]([CH3:29])[CH3:31].